This data is from the Open Reaction Database (ORD), a public repository of structured organic reaction records. The task is: describe an organic reaction: reactants, conditions, products, and yield The reactants are [Li]CCCC, COc1ccccc1OC, Cc1ccccc1, O=Cc1ccncc1. The product is COc1cccc(C(O)c2ccncc2)c1OC. As a reaction SMILES: [CH2:1]([Li:2])[CH2:3][CH2:4][CH3:5].[CH3:14][O:15][c:16]1[cH:17][cH:18][cH:19][cH:20][c:21]1[O:22][CH3:23].[CH3:24][c:25]1[cH:26][cH:27][cH:28][cH:29][cH:30]1.[n:6]1[cH:7][cH:8][c:9]([CH:12]=[O:13])[cH:10][cH:11]1>>[n:6]1[cH:7][cH:8][c:9]([CH:12]([OH:13])[c:20]2[cH:19][cH:18][cH:17][c:16]([O:15][CH3:14])[c:21]2[O:22][CH3:23])[cH:10][cH:11]1. Starting materials: [N+](=O)([O-])C1=CC=C(C=C1)COC(=O)C=1N2C(C(C2C(C1SC1COC(C1)CN=[N+]=[N-])C)C(C)O)=O (3-[[5-(Azidomethyl)tetrahydro-3-furanyl]thio]-6-(1-hydroxyethyl)-4-methyl-7-oxo-1-azabicyclo[3.2.0]hept-2-ene-2-carboxylic acid (4-nitrophenyl)methyl ester), ClC(=O)OCC(C)C (isobutyl chloroformate), C[Si](C)(C)[N-][Si](C)(C)C.[Li+] (lithium bis(trimethylsilyl)amide). As a reaction SMILES: [N+:1]([C:4]1[CH:9]=[CH:8][C:7]([CH2:10][O:11][C:12]([C:14]2[N:15]3[CH:18]([CH:19]([CH3:31])[C:20]=2[S:21][CH:22]2[CH2:26][CH:25]([CH2:27][N:28]=[N+:29]=[N-:30])[O:24][CH2:23]2)[CH:17]([CH:32]([OH:34])[CH3:33])[C:16]3=[O:35])=[O:13])=[CH:6][CH:5]=1)([O-:3])=[O:2].Cl[C:37]([O:39][CH2:40][CH:41]([CH3:43])[CH3:42])=[O:38].C[Si]([N-][Si](C)(C)C)(C)C.[Li+]>O1CCCC1>[N+:1]([C:4]1[CH:9]=[CH:8][C:7]([CH2:10][O:11][C:12]([C:14]2[N:15]3[CH:18]([CH:19]([CH3:31])[C:20]=2[S:21][CH:22]2[CH2:26][CH:25]([CH2:27][N:28]=[N+:29]=[N-:30])[O:24][CH2:23]2)[CH:17]([CH:32]([O:34][C:37]([O:39][CH2:40][CH:41]([CH3:43])[CH3:42])=[O:38])[CH3:33])[C:16]3=[O:35])=[O:13])=[CH:6][CH:5]=1)([O-:3])=[O:2] |f:2.3|. The solvent is O1CCCC1 (tetrahydrofuran). Product: [N+](=O)([O-])C1=CC=C(C=C1)COC(=O)C=1N2C(C(C2C(C1SC1COC(C1)CN=[N+]=[N-])C)C(C)OC(=O)OCC(C)C)=O (3-[[5-(Azidomethyl)tetrahydro-3-furanyl]thio]-4-methyl-6-[1-[[(2-methylpropoxy)carbonyl]oxy]ethyl]-7-oxo-1-azabicyclo[3.2.0]hept-2-ene-2-carboxylic acid (4-nitrophenyl)methyl ester). Procedure: Using anhydrous conditions, 1.25 g of product from Example 45 in 27 ml of anhydrous tetrahydrofuran, is cooled to -78° C. under argon. 0.325 ml of isobutyl chloroformate is added, followed by 2.7 ml of lithium bis(trimethylsilyl)amide. The reaction mixture is stirred at -78° C. for 1 hour, followed by stirring at -55° C. for another hour and then concentrated in vacuo. The residue is purified by chromatography (Silica Gel: 50% ethyl acetate/hexane) to give 1.22 g of the desired product. Run at temperature -78 celsius, time 1 hour. Reactants: CC(C)CN(CC(O)C(Cc1ccccc1)NC(=O)OC(C)(C)C)C(=O)OCc1ccccc1, CO, CC(C)O, Cl. The product is CC(C)CN(CC(O)C([NH3+])Cc1ccccc1)C(=O)OCc1ccccc1, [Cl-]. As a reaction SMILES: [CH2:1]([c:2]1[cH:3][cH:4][cH:5][cH:6][cH:7]1)[O:8][C:9]([N:10]([CH2:11][CH:12]([CH3:13])[CH3:14])[CH2:15][CH:16]([CH:17]([CH2:18][c:19]1[cH:20][cH:21][cH:22][cH:23][cH:24]1)[NH:25][C:26]([O:27][C:28]([CH3:29])([CH3:30])[CH3:31])=[O:32])[OH:33])=[O:34].[CH3:36][OH:37].[CH:38]([OH:39])([CH3:40])[CH3:41].[ClH:35]>>[CH2:1]([c:2]1[cH:3][cH:4][cH:5][cH:6][cH:7]1)[O:8][C:9]([N:10]([CH2:11][CH:12]([CH3:13])[CH3:14])[CH2:15][CH:16]([CH:17]([CH2:18][c:19]1[cH:20][cH:21][cH:22][cH:23][cH:24]1)[NH3+:25])[OH:33])=[O:34].[Cl-:35]. Starting materials: C(C)N1CC(CCC1)CCN1C2=NC(=NC(=C2N=C1OC)N)O[C@H](CCC)C (9-[2-(1-Ethyl-3-piperidinyl)ethyl]-2-{[(1S)-1-methylbutyl]oxy}-8-(methyloxy)-9H-purin-6-amine), C[C@@H](CCC)OC1=NC(=C2N=C(N(C2=N1)CCCCC1CCNCC1)OC)N (2-{[(1S)-1-methylbutyl]oxy}-8-(methyloxy)-9-[4-(4-piperidinyl)butyl]-9H-purin-6-amine), ICC (2-iodoethane). The product is C(C)N1CCC(CC1)CCCCN1C2=NC(=NC(=C2N=C1OC)N)O[C@H](CCC)C (9-[4-(1-Ethyl-4-piperidinyl)butyl]-2-{[(1S)-1-methylbutyl]oxy}-8-(methyloxy)-9H-purin-6-amine). Reaction SMILES: C(N1[CH2:8][CH2:7][CH2:6][CH:5]([CH2:9][CH2:10][N:11]2[C:19]([O:20][CH3:21])=[N:18][C:17]3[C:12]2=[N:13][C:14]([O:23][C@@H:24]([CH3:28])[CH2:25][CH2:26][CH3:27])=[N:15][C:16]=3[NH2:22])C1)C.C[C@H](OC1N=[C:42]2[C:38](N=[C:40](OC)[N:41]2[CH2:44][CH2:45]CCC2CCNCC2)=C(N)N=1)CCC.ICC>>[CH2:42]([N:41]1[CH2:40][CH2:8][CH:7]([CH2:6][CH2:5][CH2:9][CH2:10][N:11]2[C:19]([O:20][CH3:21])=[N:18][C:17]3[C:12]2=[N:13][C:14]([O:23][C@@H:24]([CH3:28])[CH2:25][CH2:26][CH3:27])=[N:15][C:16]=3[NH2:22])[CH2:45][CH2:44]1)[CH3:38]. Reported procedure: Prepared similarly to Intermediate 46 from 2-{[(1S)-1-methylbutyl]oxy}-8-(methyloxy)-9-[4-(4-piperidinyl)butyl]-9H-purin-6-amine and 2-iodoethane. Yields the product C=CCOc1cc(O)cc(OC)c1. Reaction SMILES: [CH2:11]([CH:12]=[CH2:13])[I:14].[CH3:1][O:2][c:3]1[cH:4][c:5]([OH:10])[cH:6][c:7]([OH:8])[cH:9]1>>[CH3:1][O:2][c:3]1[cH:4][c:5]([O:10][CH2:11][CH:12]=[CH2:13])[cH:6][c:7]([OH:8])[cH:9]1. Reactants: C=CCI, COc1cc(O)cc(O)c1. Reactants: COC(=O)c1ccc2c(c1)C(NC(=O)OC(C)(C)C)CC2, ClCCl, O=C(O)C(F)(F)F. The product is COC(=O)c1ccc2c(c1)C(N)CC2. As a reaction SMILES: [C:8]([O:9][C:10](=[O:11])[NH:15][CH:16]1[CH2:17][CH2:18][c:19]2[cH:20][cH:21][c:22]([C:25](=[O:26])[O:27][CH3:28])[cH:23][c:24]21)([CH3:12])([CH3:13])[CH3:14].[CH2:29]([Cl:30])[Cl:31].[F:1][C:2]([F:3])([F:4])[C:5]([OH:6])=[O:7]>>[NH2:15][CH:16]1[CH2:17][CH2:18][c:19]2[cH:20][cH:21][c:22]([C:25](=[O:26])[O:27][CH3:28])[cH:23][c:24]21. Reactants: [N+](=O)([O-])C1=C(OCC(C)=O)C=CC=C1 (o-nitrophenoxyacetone), C1(=CC=CC=C1)C (toluene), CO (methanol). Solvent: 11. Yields the product solution, [N+](=O)([O-])C(C(C)=O)OC1=CC=CC=C1 (nitrophenoxyacetone). Yield: 17.6%. As a reaction SMILES: [N+:1]([C:4]1C=CC=[CH:11][C:5]=1[O:6]CC(=O)C)([O-:3])=[O:2].[C:15]1(C)[CH:20]=[CH:19][CH:18]=[CH:17][CH:16]=1.C[OH:23]>>[N+:1]([CH:4]([O:23][C:15]1[CH:16]=[CH:17][CH:18]=[CH:19][CH:20]=1)[C:5](=[O:6])[CH3:11])([O-:3])=[O:2]. Procedure details: 2624 g of o-nitrophenoxyacetone crystals (˜98%) from the 1st stage, step d), were dissolved at room temperature in a mixture of 11 307 g of methanol and 1290 g of toluene at 40° C., in order to obtain an about 17.6% solution of nitrophenoxyacetone. Starting materials: N1=C(N=CC=C1)C#CCCCCO (6-(2-pyrimidinyl)-5-hexynol). The reagents and catalysts are [Pd] (palladium on charcoal). The solvent is C(C)O (ethanol), C(C)O (ethanol). Product: N1=C(N=CC=C1)CCCCCCO (2-Pyrimidinehexanol). Yield: 29.4%. As a reaction SMILES: [N:1]1[CH:6]=[CH:5][CH:4]=[N:3][C:2]=1[C:7]#[C:8][CH2:9][CH2:10][CH2:11][CH2:12][OH:13]>C(O)C.[Pd]>[N:1]1[CH:6]=[CH:5][CH:4]=[N:3][C:2]=1[CH2:7][CH2:8][CH2:9][CH2:10][CH2:11][CH2:12][OH:13]. Procedure details: A solution of 6-(2-pyrimidinyl)-5-hexynol (3.09 g) in ethanol (100 ml) was added to a pre-hydrogenated suspension of 10% palladium on charcoal (1.05 g) in ethanol (50 ml) and hydrogenated at room temperature and pressure, filtered and evaporated in vacuo. The residual oil was purified by FCC eluting with ether and System C (99:1-85:15) to give the title compound as a pale yellow oil (0.93 g).